This data is from the Open Reaction Database (ORD), a public repository of structured organic reaction records. The task is: describe an organic reaction: reactants, conditions, products, and yield Reactants: Cc1c(Cl)cccc1OCc1ccccc1, [Mg]. The product is Cc1c([Mg+])cccc1OCc1ccccc1, [Cl-]. As a reaction SMILES: [CH2:1]([c:2]1[cH:3][cH:4][cH:5][cH:6][cH:7]1)[O:8][c:9]1[c:10]([CH3:16])[c:11]([Cl:15])[cH:12][cH:13][cH:14]1.[Mg:17]>>[CH2:1]([c:2]1[cH:3][cH:4][cH:5][cH:6][cH:7]1)[O:8][c:9]1[c:10]([CH3:16])[c:11]([Mg+:17])[cH:12][cH:13][cH:14]1.[Cl-:15]. Reaction SMILES: [C:13](=[O:14])([O-:15])[O-:16].[CH3:19][P:20]([O:21][CH2:22][CH3:23])(=[O:24])[CH:25]([CH3:26])[O:27][S:28]([CH3:29])(=[O:30])=[O:31].[CH3:33][S:34]([CH3:35])=[O:36].[Cl:1][c:2]1[c:3]([OH:12])[cH:4][c:5]([N+:9](=[O:10])[O-:11])[c:6]([Cl:8])[cH:7]1.[ClH:32].[K+:17].[K+:18]>>[Cl:1][c:2]1[c:3]([O:12][CH:25]([P:20]([CH3:19])([O:21][CH2:22][CH3:23])=[O:24])[CH3:26])[cH:4][c:5]([N+:9](=[O:10])[O-:11])[c:6]([Cl:8])[cH:7]1. Starting materials: O=C([O-])[O-], CCOP(C)(=O)C(C)OS(C)(=O)=O, CS(C)=O, O=[N+]([O-])c1cc(O)c(Cl)cc1Cl, Cl, [K+], [K+]. Product: CCOP(C)(=O)C(C)Oc1cc([N+](=O)[O-])c(Cl)cc1Cl. Starting materials: BrC=1N(C=C(N1)C(=O)OCC1=CC=CC=C1)C (benzyl 2-bromo-1-methyl-1H-imidazole-4-carboxylate), C([O-])([O-])=O.[Cs+].[Cs+] (cesium carbonate), C1(CC1)B(O)O (cyclopropyl boronic acid). The reagents and catalysts are Cl[Pd]([P](C1=CC=CC=C1)(C2=CC=CC=C2)C3=CC=CC=C3)([P](C4=CC=CC=C4)(C5=CC=CC=C5)C6=CC=CC=C6)Cl (Pd(PPh3)2Cl2). Solvent: C1CCOC1 (THF), O (water). Reaction conditions: temperature 100 celsius. The product is C1(CC1)C=1N(C=C(N1)C(=O)OCC1=CC=CC=C1)C (Benzyl 2-cyclopropyl-1-methyl-1H-imidazole-4-carboxylate). Reaction SMILES: Br[C:2]1[N:3]([CH3:17])[CH:4]=[C:5]([C:7]([O:9][CH2:10][C:11]2[CH:16]=[CH:15][CH:14]=[CH:13][CH:12]=2)=[O:8])[N:6]=1.C(=O)([O-])[O-].[Cs+].[Cs+].[CH:24]1(B(O)O)[CH2:26][CH2:25]1>C1COCC1.O.Cl[Pd](Cl)([P](C1C=CC=CC=1)(C1C=CC=CC=1)C1C=CC=CC=1)[P](C1C=CC=CC=1)(C1C=CC=CC=1)C1C=CC=CC=1>[CH:24]1([C:2]2[N:3]([CH3:17])[CH:4]=[C:5]([C:7]([O:9][CH2:10][C:11]3[CH:16]=[CH:15][CH:14]=[CH:13][CH:12]=3)=[O:8])[N:6]=2)[CH2:26][CH2:25]1 |f:1.2.3,^1:38,57|. Procedure details: Into a solution of benzyl 2-bromo-1-methyl-1H-imidazole-4-carboxylate (2.8 g, 9.49 mmol) in THF (40 ml) and water (20 ml), cesium carbonate (7.71 g, 23.7 mmol) and cyclopropyl boronic acid (1.22 g, 14.2 mmol) were added under argon atmosphere at RT. The resulting mixture was degassed and purged with argon for 10 min. Pd(PPh3)2Cl2 (0.332 g, 0.04 mmol) was added to the mixture and heated at 100° C. for 12 h. The reaction mixture was filtered through a celite bed and the filtrate was diluted with w... Starting materials: C(C1=CC=CC=C1)N1C[C@H]([C@H](C1)C)NC(=O)OC(C)(C)C (1-benzyl-cis-3-t-butoxycarbonylamino-4-methylpyrrolidine), [H][H] (hydrogen). The reagents and catalysts are [Pd] (palladium-on-charcoal). Run in C(C)O (ethanol). Product: C(C)(C)(C)OC(=O)N[C@@H]1CNC[C@@H]1C (cis-3-t-Butoxycarbonylamino-4-methylpyrrolidine). Yield: 87.8%. As a reaction SMILES: C([N:8]1[CH2:12][C@H:11]([CH3:13])[C@H:10]([NH:14][C:15]([O:17][C:18]([CH3:21])([CH3:20])[CH3:19])=[O:16])[CH2:9]1)C1C=CC=CC=1.[H][H]>C(O)C.[Pd]>[C:18]([O:17][C:15]([NH:14][C@H:10]1[C@@H:11]([CH3:13])[CH2:12][NH:8][CH2:9]1)=[O:16])([CH3:21])([CH3:19])[CH3:20]. Procedure details: A suspension of 1-benzyl-cis-3-t-butoxycarbonylamino-4-methylpyrrolidine (5.37 g) and 10% palladium-on-charcoal (2.70 g) in ethanol (50 ml) was shaken with hydrogen were absorbed under elevated pressure (100 kg/cm2) at room temperature for 22 hours. The catalyst was removed by filtration and the filtrate was evaporated to give the title compound (3.25 g). The compound was gradually solidified at room temperature. Starting materials: [O-]S(=O)[O-].[Na+].[Na+] (Na2SO3), C(C)(C)C=1C=C2C=NNC2=CC1 (5-isopropyl-1H-indazole), II (I2), [OH-].[K+] (KOH). Solvent: CS(=O)C (DMSO). Reaction conditions: time 2 hour. Yields the product IC1=NNC2=CC=C(C=C12)C(C)C (3-iodo-5-isopropyl-1H-indazole). Isolated yield 51.4%. Reaction SMILES: [CH:1]([C:4]1[CH:5]=[C:6]2[C:10](=[CH:11][CH:12]=1)[NH:9][N:8]=[CH:7]2)([CH3:3])[CH3:2].[OH-].[K+].[I:15]I.[O-]S([O-])=O.[Na+].[Na+]>CS(C)=O>[I:15][C:7]1[C:6]2[C:10](=[CH:11][CH:12]=[C:4]([CH:1]([CH3:3])[CH3:2])[CH:5]=2)[NH:9][N:8]=1 |f:1.2,4.5.6|. Reported procedure: To a stirred solution containing mainly 5-isopropyl-1H-indazole (0.85 g, crude) in 70 mL of DMSO was added KOH (0.52 g, 8 mmol) at room temperature. Then I2 (1.35 g, 5.3 mmol) was added slowly, after the addition, the mixture was stirred at room temperature for 2 hours. The mixture was poured into 200 mL of saturated Na2SO3 solution, then extracted with ethyl acetate (2×100 mL). The combined organic layers was washed with water (100 mL) and brine (100 mL) dried over Na2SO4 and concentrated under... Reactants: ClC1=C(C(=C(C=C1)NC(C)=O)F)CC (N-(4-chloro-3-ethyl-2-fluorophenyl)acetamide), Cl (HCl). The solvent is CO (MeOH). The product is ClC1=C(C(=C(N)C=C1)F)CC (4-chloro-3-ethyl-2-fluoroaniline). Reaction SMILES: [Cl:1][C:2]1[CH:7]=[CH:6][C:5]([NH:8]C(=O)C)=[C:4]([F:12])[C:3]=1[CH2:13][CH3:14].Cl>CO>[Cl:1][C:2]1[CH:7]=[CH:6][C:5]([NH2:8])=[C:4]([F:12])[C:3]=1[CH2:13][CH3:14]. Procedure: To a solution of N-(4-chloro-3-ethyl-2-fluorophenyl)acetamide (11.0 g, 51.0 mmol) in MeOH (80 mL) is added concentrated HCl (40 mL) before heating at reflux for 16 hours. The solvent is removed from the cooled reaction under reduced pressure maintaining the water bath below 45° C. The residue is cooled with an ice bath before a 3N NaOH solution is added to adjust pH between 9 and 10. The mixture is extracted with ether and dried over MgSO4. The solvent is removed and the residue is purified thro... The reactants are above product, C1(=CC=CC=C1)N1N=CC=2C1=NC(=NC2N[C@H](CO)CC2=CC=CC=C2)Cl ((S)-β-[(1-phenyl-6-chloro-1H-pyrazolo[3,4-d]pyrimidin-4-yl)amino]benzenepropanol), S(=O)(Cl)Cl (thionyl chloride). Solvent: C(Cl)(Cl)Cl (CHCl3). Run at time 8 hour. Product: C1(=CC=CC=C1)N1N=CC=2C=3N(C(=NC21)Cl)C[C@@H](N3)CC3=CC=CC=C3 ((S)-2,7-dihydro-7-phenyl-2-(phenylmethyl)-5-chloro-3H-imidazo[1,2-c]pyrazolo[4,3-e]pyrimidine). The yield is 56.0%. As a reaction SMILES: [C:1]1([N:7]2[C:11]3=[N:12][C:13]([Cl:27])=[N:14][C:15]([NH:16][C@@H:17]([CH2:20][C:21]4[CH:26]=[CH:25][CH:24]=[CH:23][CH:22]=4)[CH2:18]O)=[C:10]3[CH:9]=[N:8]2)[CH:6]=[CH:5][CH:4]=[CH:3][CH:2]=1.S(Cl)(Cl)=O>C(Cl)(Cl)Cl>[C:1]1([N:7]2[C:11]3[N:12]=[C:13]([Cl:27])[N:14]4[CH2:18][C@H:17]([CH2:20][C:21]5[CH:26]=[CH:25][CH:24]=[CH:23][CH:22]=5)[N:16]=[C:15]4[C:10]=3[CH:9]=[N:8]2)[CH:6]=[CH:5][CH:4]=[CH:3][CH:2]=1. Procedure: 1.037 g of the above product (S)-β-[(1-phenyl-6-chloro-1H-pyrazolo[3,4-d]pyrimidin-4-yl)amino]benzenepropanol was then dissolved in 25 ml CHCl3. Next, 1.38 ml thionyl chloride was added and the reaction was allowed to stir overnight. It was then placed in a freezer at -28° C. After 5 hours the precipitate was filtered and collected washing with cold CHCl3. The white solid was dried in a vacuum oven at 70° C. for 24 hours to yield 550 mg of (S)-2,7-dihydro-7-phenyl-2-(phenylmethyl)-5-chloro-3H-im...